This data is from the Open Reaction Database (ORD), a public repository of structured organic reaction records. The task is: describe an organic reaction: reactants, conditions, products, and yield Starting materials: ice, CCN(C(C)C)C(C)C (DIPEA), CCN=C=NCCCN(C)C (EDCI), COC1=C(C(=O)O)C=CC=N1 (2-methoxy-nicotinic acid), Cl.CONC (O,N-dimethyl-hydroxylamine hydrochloride). Solvent: C(Cl)Cl (DCM). Conditions: time 18 hour. Yields the product COC1=C(C(=O)N(C)OC)C=CC=N1 (2, N-Dimethoxy-N-methyl-nicotinamide). Isolated yield 50.4%. As a reaction SMILES: [CH3:1][O:2][C:3]1[N:11]=[CH:10][CH:9]=[CH:8][C:4]=1[C:5]([OH:7])=O.Cl.[CH3:13][O:14][NH:15][CH3:16].CCN(C(C)C)C(C)C.CCN=C=NCCCN(C)C>C(Cl)Cl>[CH3:1][O:2][C:3]1[N:11]=[CH:10][CH:9]=[CH:8][C:4]=1[C:5]([N:15]([O:14][CH3:13])[CH3:16])=[O:7] |f:1.2|. Procedure: To a stirred ice-cooled mixture of 2-methoxy-nicotinic acid (1.43 g, 9.31 mmol) and O,N-dimethyl-hydroxylamine hydrochloride (1.0 g, 10.3 mmol) in DCM (50 mL) was added DIPEA (6.4 mL, 37.3 mmol). EDCI (2.14 g, 11.1 mmol) was added portionwise over 5 minutes. After 18 hours, the reaction mixture was washed successively with saturated sodium bicarbonate and water. The organic layer was dried (Na2SO4), filtered and concentrated in vacuo. The resultant residue was subjected to flash chromatography (... Starting materials: C(C)(=O)OCC (ethyl acetate), N1=CC=CC=C1 (Pyridine), acid chloride, CO (MeOH), N1=CC=CC=C1 (pyridine), COC(=O)C=1SC(=CC1NC1COC(OC1)(C)C)Br (5-bromo-3-(2,2-dimethyl-[1,3]dioxan-5-ylamino)-thiophene-2-carboxylic acid methyl ester), N1=CC=CC=C1 (pyridine), acid chloride. The solvent is C1(=CC=CC=C1)C (toluene), C1(=CC=CC=C1)C (Toluene), C1(=CC=CC=C1)C (toluene), C1(=CC=CC=C1)C (toluene). Conditions: temperature 5 celsius, time 24 hour. Product: COC(=O)C=1SC(=CC1N(C(=O)[C@@H]1CC[C@H](CC1)C)C1COC(OC1)(C)C)Br (5-bromo-3-[(2,2-dimethyl-[1,3]dioxan-5-yl)-(trans-4-methyl-cyclohexanecarbonyl)-amino]-thiophene-2-carboxylic acid methyl ester). As a reaction SMILES: [CH3:1][O:2][C:3]([C:5]1[S:6][C:7]([Br:19])=[CH:8][C:9]=1[NH:10][CH:11]1[CH2:16][O:15][C:14]([CH3:18])([CH3:17])[O:13][CH2:12]1)=[O:4].N1[CH:25]=[CH:24][CH:23]=[CH:22][CH:21]=1.[CH3:26]O.C([O:31][CH2:32][CH3:33])(=O)C>C1(C)C=CC=CC=1>[CH3:1][O:2][C:3]([C:5]1[S:6][C:7]([Br:19])=[CH:8][C:9]=1[N:10]([CH:11]1[CH2:16][O:15][C:14]([CH3:17])([CH3:18])[O:13][CH2:12]1)[C:32]([C@H:33]1[CH2:25][CH2:24][C@H:23]([CH3:26])[CH2:22][CH2:21]1)=[O:31])=[O:4]. Procedure details: To a mixture of 5-bromo-3-(2,2-dimethyl-[1,3]dioxan-5-ylamino)-thiophene-2-carboxylic acid methyl ester (200 mg, 0.57 mmol) in toluene (1 mL) and pyridine (100 μl, 1.23 mmol), acid chloride in toluene prepared above (1.1 mL, 1.05 mmol) was added. The reaction mixture was refluxed for 16 h. TLC showed the presence of starting material. Pyridine (50 μl, 0.62 mmol) and acid chloride in toluene (0.5 mL, 0.47 mmol) were added and the refluxing was continued for 24 h. The mixture was cooled to 5° C. T... Starting materials: B(Br)(Br)Br (boron tribromide), hydrochloride salt, C1(=CC=CC=C1)S(=O)(=O)NC[C@@H]1CC[C@H](CC1)C(=O)NC1=N[C@H]2CCC3=C([C@H]2C1)C=CC(=C3)OC (trans-4-[[(Phenylsulfonyl)amino]methyl]-N-(cis-3a,4,5,9b-tetrahydro-7-methoxy-1H-benz[e]indol-2-yl)cyclohexanecarboxamide), Cl (hydrogen chloride), resultant suspension. Run in CO (methanol), ClCCl (dichloromethane), ClCCl (dichloromethane), CO (Methanol). Run at temperature 0 celsius, time 30 minute. Yields the product C1(=CC=CC=C1)S(=O)(=O)NC[C@@H]1CC[C@H](CC1)C(=O)NC1=N[C@H]2CCC3=C([C@H]2C1)C=CC(=C3)O (trans-4-[[(Phenylsulfonyl)amino]methyl]-N-(cis-3a,4,5,9b-tetrahydro-7-hydroxy-1 H-benz[e]indol-2-yl)cyclohexanecarboxamide). Yield: 47.9%. Reaction SMILES: [C:1]1([S:7]([NH:10][CH2:11][C@H:12]2[CH2:17][CH2:16][C@H:15]([C:18]([NH:20][C:21]3[CH2:29][C@H:28]4[C@H:23]([CH2:24][CH2:25][C:26]5[CH:33]=[C:32]([O:34]C)[CH:31]=[CH:30][C:27]=54)[N:22]=3)=[O:19])[CH2:14][CH2:13]2)(=[O:9])=[O:8])[CH:6]=[CH:5][CH:4]=[CH:3][CH:2]=1.B(Br)(Br)Br.Cl>ClCCl.CO>[C:1]1([S:7]([NH:10][CH2:11][C@H:12]2[CH2:17][CH2:16][C@H:15]([C:18]([NH:20][C:21]3[CH2:29][C@H:28]4[C@H:23]([CH2:24][CH2:25][C:26]5[CH:33]=[C:32]([OH:34])[CH:31]=[CH:30][C:27]=54)[N:22]=3)=[O:19])[CH2:14][CH2:13]2)(=[O:9])=[O:8])[CH:2]=[CH:3][CH:4]=[CH:5][CH:6]=1. Procedure: A suspension of trans-4-[[(phenylsulfonyl)amino]methyl]-N-(cis-3a,4,5,9b-tetrahydro-7-methoxy-1H-benz[e]indol-2-yl)cyclohexanecarboxamide (7) (0.200 g, 0.403 mmol) in dichloromethane (2 mL) was added dropwise with stirring, to a solution of boron tribromide (1.6 mmol) in dichloromethane (12 mL) at 0° C. The resultant suspension was stirred at 0° C. for 30 min. Methanol (˜1 mL) was added at which point the mixture became a clear yellow solution. The solution was stirred for 30 min at 0° C. The so... The reactants are N(=[N+]=[N-])CC1=C(C=CC=C1)CC(=O)O (2-Azidomethylphenylacetic acid), S(=O)(Cl)Cl (thionyl chloride). The reagents and catalysts are CN(C=O)C (dimethylformamide). The solvent is C(Cl)Cl (methylene chloride). Yields the product N(=[N+]=[N-])CC1=C(C=CC=C1)CC(=O)Cl (2-Azidomethylphenylacetyl Chloride). As a reaction SMILES: [N:1]([CH2:4][C:5]1[CH:10]=[CH:9][CH:8]=[CH:7][C:6]=1[CH2:11][C:12]([OH:14])=O)=[N+:2]=[N-:3].S(Cl)([Cl:17])=O>CN(C)C=O.C(Cl)Cl>[N:1]([CH2:4][C:5]1[CH:10]=[CH:9][CH:8]=[CH:7][C:6]=1[CH2:11][C:12]([Cl:17])=[O:14])=[N+:2]=[N-:3]. Reported procedure: 2-Azidomethylphenylacetic acid (19.1 g., 0.1 mole) was dissolved in 800 ml. of methylene chloride. To this solution was added slowly thionyl chloride (26 g., 0.2 mole) and 0.5 ml. of dimethylformamide as catalyst. The reaction mixture was heated at reflux temperature under nitrogen atmosphere for 1 hour. The methylene chloride solution was concentrated with the aid of vacuum and the residue oil (checked by IR spectroscopy-carboxyl 1800 cm-1 and azido group at 2010 cm-1) was picked up in 100 ml. ... Reactants: CC(=O)[O-], CC(=O)O, CSc1ccc(Cl)nn1, [Na+]. Yields the product CSc1ccc(O)nn1. As a reaction SMILES: [CH3:11][C:12]([O-:13])=[O:14].[CH3:15][C:16](=[O:17])[OH:18].[Cl:1][c:2]1[n:3][n:4][c:5]([S:8][CH3:9])[cH:6][cH:7]1.[Na+:10]>>[c:2]1([OH:13])[n:3][n:4][c:5]([S:8][CH3:9])[cH:6][cH:7]1. Reactants: ClC=1N=CC2=CC=CC(=C2C1)C=1C=NN(C1)C (3-Chloro-5-(1-methyl-1H-pyrazol-4-yl)isoquinoline), COC1=C(N)C=CC(=C1)OC1CCN(CC1)C (2-methoxy-4-(1-methylpiperidin-4-yloxy)aniline). Product: COC1=C(C=CC(=C1)OC1CCN(CC1)C)NC=1N=CC2=CC=CC(=C2C1)C=1C=NN(C1)C (N-(2-Methoxy-4-((1-methylpiperidin-4-yl)oxy)phenyl)-5-(1-methyl-1H-pyrazol-4-yl)isoquinolin-3-amine). Yield: 5.0%. RXN SMILES: Cl[C:2]1[N:3]=[CH:4][C:5]2[C:10]([CH:11]=1)=[C:9]([C:12]1[CH:13]=[N:14][N:15]([CH3:17])[CH:16]=1)[CH:8]=[CH:7][CH:6]=2.[CH3:18][O:19][C:20]1[CH:26]=[C:25]([O:27][CH:28]2[CH2:33][CH2:32][N:31]([CH3:34])[CH2:30][CH2:29]2)[CH:24]=[CH:23][C:21]=1[NH2:22]>>[CH3:18][O:19][C:20]1[CH:26]=[C:25]([O:27][CH:28]2[CH2:33][CH2:32][N:31]([CH3:34])[CH2:30][CH2:29]2)[CH:24]=[CH:23][C:21]=1[NH:22][C:2]1[N:3]=[CH:4][C:5]2[C:10]([CH:11]=1)=[C:9]([C:12]1[CH:13]=[N:14][N:15]([CH3:17])[CH:16]=1)[CH:8]=[CH:7][CH:6]=2. Reported procedure: The title compound was prepared according to Method 3 (Example 27) using 3-Chloro-5-(1-methyl-1H-pyrazol-4-yl)isoquinoline (Preparation 7) and 2-methoxy-4-(1-methylpiperidin-4-yloxy)aniline at 100° C. for 3 hours. The reaction mixture was concentrated onto silica gel in vacuo and purified by silica gel column chromatography eluting with 0-100% EtOAc in cyclohexane followed by 0-10% MeOH in CH2Cl2 and finally eluting with 10% 1M NH3/MeOH in DCM to afford the title compound (5 mg, 5%). Reactants: NC=1C=C2C(=CNC2=CC1)C[C@@H]1N(CCC1)C ((R)-5-Amino-3-(N-methylpyrrolidin-2-ylmethyl)-1H-indole), ClC1=C(C(=C(C=C1)[N+](=O)[O-])Cl)Cl (1,2,3-trichloronitrobenzene), C([O-])([O-])=O.[Na+].[Na+] (Sodium carbonate). Run in CN(C=O)C (N,N-dimethylformamide). Reaction conditions: temperature 125 celsius. Product: ClC=1C=CC(=C(C1Cl)NC=1C=C2C(=CNC2=CC1)CC1N(CCC1)C)[N+](=O)[O-] (5-(5,6-Dichloro-2-nitrophenylamino)-3-(N-methylpyrrolidin-2-ylmethyl)-1H-indole). Yield: 60.0%. Reaction SMILES: [NH2:1][C:2]1[CH:3]=[C:4]2[C:8](=[CH:9][CH:10]=1)[NH:7][CH:6]=[C:5]2[CH2:11][C@H:12]1[CH2:16][CH2:15][CH2:14][N:13]1[CH3:17].[Cl:18][C:19]1[CH:24]=[CH:23][C:22]([N+:25]([O-:27])=[O:26])=[C:21](Cl)[C:20]=1[Cl:29].C(=O)([O-])[O-].[Na+].[Na+]>CN(C)C=O>[Cl:18][C:19]1[CH:24]=[CH:23][C:22]([N+:25]([O-:27])=[O:26])=[C:21]([NH:1][C:2]2[CH:3]=[C:4]3[C:8](=[CH:9][CH:10]=2)[NH:7][CH:6]=[C:5]3[CH2:11][CH:12]2[CH2:16][CH2:15][CH2:14][N:13]2[CH3:17])[C:20]=1[Cl:29] |f:2.3.4|. Procedure details: (R)-5-Amino-3-(N-methylpyrrolidin-2-ylmethyl)-1H-indole and 1,2,3-trichloronitrobenzene were used. Sodium carbonate was used as base, N,N-dimethylformamide was used as solvent, and the reaction was heated at 125° C. for 3 hours. Column chromatography afforded the title compound (60%) as a red solid: Rf =0.4 in 9:1:0.1 [methylene chloride/methanol/ammonium hydroxide]; 1H NMR (CDCl3) δ 8.59 (br s, NH), 8.36 (br s, NH), 7.96 (d, J=9.1 Hz, 1H), 7.23 (d, J=8.6 Hz, 1H), 7.09 (s, 1H), 7.07 (d, J=9.1 Hz...